From a dataset of the Open Reaction Database (ORD), a public repository of structured organic reaction records. describe an organic reaction: reactants, conditions, products, and yield Starting materials: NC1=NC(=NC=C1C(=O)C1=C(C(=CC=C1OC)F)F)NC1CCN(CC1)S(=O)(=O)CCCCl ([4-Amino-2-[1-(3-chloro-propane-1-sulfonyl)-piperidin-4-ylamino]-pyrimidin-5-yl]-(2,3-difluoro-6-methoxy-phenyl)-methanone), N1CCOCC1 (morpholine). Product: NC1=NC(=NC=C1C(=O)C1=C(C(=CC=C1OC)F)F)NC1CCN(CC1)S(=O)(=O)CCCN1CCOCC1 ([4-Amino-2-[1-(3-morpholin-4-yl-propane-1-sulfonyl)-piperidin-4-ylamino]-pyrimidin-5-yl]-(2,3-difluoro-6-methoxy-phenyl)-methanone). RXN SMILES: [NH2:1][C:2]1[C:7]([C:8]([C:10]2[C:15]([O:16][CH3:17])=[CH:14][CH:13]=[C:12]([F:18])[C:11]=2[F:19])=[O:9])=[CH:6][N:5]=[C:4]([NH:20][CH:21]2[CH2:26][CH2:25][N:24]([S:27]([CH2:30][CH2:31][CH2:32]Cl)(=[O:29])=[O:28])[CH2:23][CH2:22]2)[N:3]=1.[NH:34]1[CH2:39][CH2:38][O:37][CH2:36][CH2:35]1>>[NH2:1][C:2]1[C:7]([C:8]([C:10]2[C:15]([O:16][CH3:17])=[CH:14][CH:13]=[C:12]([F:18])[C:11]=2[F:19])=[O:9])=[CH:6][N:5]=[C:4]([NH:20][CH:21]2[CH2:26][CH2:25][N:24]([S:27]([CH2:30][CH2:31][CH2:32][N:34]3[CH2:39][CH2:38][O:37][CH2:36][CH2:35]3)(=[O:29])=[O:28])[CH2:23][CH2:22]2)[N:3]=1. Procedure details: The compound was prepared from [4-amino-2-[1-(3-chloro-propane-1-sulfonyl)-piperidin-4-ylamino]-pyrimidin-5-yl]-(2,3-difluoro-6-methoxy-phenyl)-methanone (Example 226) and morpholine (Aldrich) in an analogous manner as described in Example 227. HR-MS (ES, m/z) calculated for C24H33N6O5SF2 [(M+H)+] 555.2196, observed 555.2199. Reaction SMILES: [CH3:1][O:2][C:3]([CH:4]([CH2:5][CH:6]([CH3:7])[CH3:8])[N:9]1[C:10](=[O:26])[C:11]2=[C:12]([CH2:13]1)[CH2:14][c:15]1[c:16]([O:24][CH3:25])[cH:17][cH:18][c:19]([O:22][CH3:23])[c:20]1[O:21]2)=[O:27].[Li+:30].[O:32]1[CH2:33][CH2:34][CH2:35][CH2:36]1.[OH-:29].[OH2:28].[OH2:31]>>[O:2]=[C:3]([CH:4]([CH2:5][CH:6]([CH3:7])[CH3:8])[N:9]1[C:10](=[O:26])[C:11]2=[C:12]([CH2:13]1)[CH2:14][c:15]1[c:16]([O:24][CH3:25])[cH:17][cH:18][c:19]([O:22][CH3:23])[c:20]1[O:21]2)[OH:27]. The reactants are COC(=O)C(CC(C)C)N1CC2=C(Oc3c(OC)ccc(OC)c3C2)C1=O, [Li+], C1CCOC1, [OH-], O, O. Product: COc1ccc(OC)c2c1CC1=C(O2)C(=O)N(C(CC(C)C)C(=O)O)C1. Reactants: C12C=3C=NOC3CC(COC1)N2 (5,10-Dioxa-4,12-diaza-tricyclo[6.3.1.0*2,6*]dodeca-2(6),3-diene), OC1C2COCC(CC1=O)N2C(=O)OC(C)(C)C (tert-butyl 6-hydroxy-7-oxo-3-oxa-9-azabicyclo[3.3.1]nonane-9-carboxylate). Product: C(C)(C)(C)OC(=O)N1C2C=3C=NOC3C(C1COC2)O (7-Hydroxy-5,10-dioxa-4,12-diaza-tricyclo[6.3.1.0*2,6*]dodeca-2(6),3-diene-12-carboxylic acid tert-butyl ester). RXN SMILES: C12NC(COC1)CC1O[N:4]=[CH:3]C2=1.[OH:13][CH:14]1[C:21](=[O:22])[CH2:20][CH:19]2[N:23]([C:24]([O:26][C:27]([CH3:30])([CH3:29])[CH3:28])=[O:25])[CH:15]1[CH2:16][O:17][CH2:18]2>>[C:27]([O:26][C:24]([N:23]1[CH:15]2[CH2:16][O:17][CH2:18][CH:19]1[C:20]1[CH:3]=[N:4][O:22][C:21]=1[CH:14]2[OH:13])=[O:25])([CH3:30])([CH3:29])[CH3:28]. Procedure details: 7-Hydroxy-5,10-dioxa-4,12-diaza-tricyclo[6.3.1.0*2,6*]dodeca-2(6),3-diene-12-carboxylic acid tert-butyl ester 106d was prepared in analogy to compound 105a in Example 105, starting with 106c (260 mg). 141 mg of 106d was obtained as a colorless oil. MS: calc'd (MH+) 283, measured (MH+) 283. Reactants: CN(Cc1cc(Br)n(S(=O)(=O)c2cccnc2)c1)C(=O)OC(C)(C)C, COCCOC, COc1cccc(B(O)O)c1F, [Na+], O, O=C([O-])O, c1ccc(P(c2ccccc2)(c2ccccc2)[Pd](P(c2ccccc2)(c2ccccc2)c2ccccc2)(P(c2ccccc2)(c2ccccc2)c2ccccc2)P(c2ccccc2)(c2ccccc2)c2ccccc2)cc1. Yields the product COc1cccc(-c2cc(CN(C)C(=O)OC(C)(C)C)cn2S(=O)(=O)c2cccnc2)c1F. As a reaction SMILES: [C:1]([CH3:2])([CH3:3])([CH3:4])[O:5][C:6]([N:7]([CH3:8])[CH2:9][c:10]1[cH:11][n:12]([S:16](=[O:17])(=[O:18])[c:19]2[cH:20][n:21][cH:22][cH:23][cH:24]2)[c:13]([Br:15])[cH:14]1)=[O:25].[CH3:43][O:44][CH2:45][CH2:46][O:47][CH3:48].[F:26][c:27]1[c:28]([B:35]([OH:36])[OH:37])[cH:29][cH:30][cH:31][c:32]1[O:33][CH3:34].[Na+:38].[OH2:126].[OH:39][C:40](=[O:41])[O-:42].[cH:49]1[cH:50][cH:51][c:52]([P:53]([Pd:54]([P:55]([c:56]2[cH:57][cH:58][cH:59][cH:60][cH:61]2)([c:62]2[cH:63][cH:64][cH:65][cH:66][cH:67]2)[c:68]2[cH:69][cH:70][cH:71][cH:72][cH:73]2)([P:74]([c:75]2[cH:76][cH:77][cH:78][cH:79][cH:80]2)([c:81]2[cH:82][cH:83][cH:84][cH:85][cH:86]2)[c:87]2[cH:88][cH:89][cH:90][cH:91][cH:92]2)[P:93]([c:94]2[cH:95][cH:96][cH:97][cH:98][cH:99]2)([c:100]2[cH:101][cH:102][cH:103][cH:104][cH:105]2)[c:106]2[cH:107][cH:108][cH:109][cH:110][cH:111]2)([c:112]2[cH:113][cH:114][cH:115][cH:116][cH:117]2)[c:118]2[cH:119][cH:120][cH:121][cH:122][cH:123]2)[cH:124][cH:125]1>>[C:1]([CH3:2])([CH3:3])([CH3:4])[O:5][C:6]([N:7]([CH3:8])[CH2:9][c:10]1[cH:11][n:12]([S:16](=[O:17])(=[O:18])[c:19]2[cH:20][n:21][cH:22][cH:23][cH:24]2)[c:13](-[c:28]2[c:27]([F:26])[c:32]([O:33][CH3:34])[cH:31][cH:30][cH:29]2)[cH:14]1)=[O:25]. The reactants are CCNCC1OC(C)C(C)O1, ClCCl, CC(Oc1cc(Oc2ccc(Br)cc2[N+](=O)[O-])ccc1[N+](=O)[O-])C(=O)Cl. Yields the product CCN(CC1OC(C)C(C)O1)C(=O)C(C)Oc1cc(Oc2ccc(Br)cc2[N+](=O)[O-])ccc1[N+](=O)[O-]. As a reaction SMILES: [CH2:1]([CH3:2])[NH:3][CH2:4][CH:5]1[O:6][CH:7]([CH3:11])[CH:8]([CH3:10])[O:9]1.[CH2:38]([Cl:39])[Cl:40].[N+:12](=[O:13])([O-:14])[c:15]1[c:16]([O:17][CH:18]([C:19](=[O:20])[Cl:21])[CH3:22])[cH:23][c:24]([O:27][c:28]2[c:29]([N+:35](=[O:36])[O-:37])[cH:30][c:31]([Br:34])[cH:32][cH:33]2)[cH:25][cH:26]1>>[CH2:1]([CH3:2])[N:3]([CH2:4][CH:5]1[O:6][CH:7]([CH3:11])[CH:8]([CH3:10])[O:9]1)[C:19]([CH:18]([O:17][c:16]1[c:15]([N+:12](=[O:13])[O-:14])[cH:26][cH:25][c:24]([O:27][c:28]2[c:29]([N+:35](=[O:36])[O-:37])[cH:30][c:31]([Br:34])[cH:32][cH:33]2)[cH:23]1)[CH3:22])=[O:20]. The solvent is O (water), CS(=O)C (dimethyl sulfoxide), CS(=O)C (dimethyl sulfoxide). Conditions: time 2 hour. The product is NC1=C(C=C(OC2=CC(=NC=C2)C(=O)N)C=C1)F (4-(4-Amino-3-fluorophenoxy)pyridine-2-carboxamide). Isolated yield 75.4%. Procedure: Potassium tert-butoxide (214 g) was dissolved in dimethyl sulfoxide (750 ml) and tetrahydrofuran (250 ml) under a nitrogen stream, and a solution of 4-amino-3-fluorophenol ½ naphthalene-2,6-disulfonate (242 g) and 4-chloropyridine-2-carboxamide (100 g) in dimethyl sulfoxide (1000 ml) was added dropwise to the solution with stirring and cooling on ice. The reaction mixture was stirred at room temperature for 30 minutes, then in an oil bath at 90° C. (external temperature) for 2 hours. The reactio... As a reaction SMILES: CC(C)([O-])C.[K+].O1CCCC1.[NH2:12][C:13]1[CH:18]=[CH:17][C:16]([OH:19])=[CH:15][C:14]=1[F:20].Cl[C:22]1[CH:27]=[CH:26][N:25]=[C:24]([C:28]([NH2:30])=[O:29])[CH:23]=1>CS(C)=O.O>[NH2:12][C:13]1[CH:18]=[CH:17][C:16]([O:19][C:22]2[CH:27]=[CH:26][N:25]=[C:24]([C:28]([NH2:30])=[O:29])[CH:23]=2)=[CH:15][C:14]=1[F:20] |f:0.1|. Reactants: CC(C)([O-])C.[K+] (Potassium tert-butoxide), O1CCCC1 (tetrahydrofuran), NC1=C(C=C(C=C1)O)F (4-amino-3-fluorophenol), ClC1=CC(=NC=C1)C(=O)N (4-chloropyridine-2-carboxamide). Starting materials: CO\N=C(/COC1=CC=C(C=O)C=C1)\C1=CC=CC=C1 (4-{[(2Z)-2-(methoxyimino)-2-phenylethyl]oxy}benzaldehyde), NC1=CC=C(C=C1)CCC(=O)OC (methyl 3-(4-aminophenyl)propanoate). The product is CO\N=C(/COC1=CC=C(CNC2=CC=C(C=C2)CCC(=O)O)C=C1)\C1=CC=CC=C1 (3-{4-[(4-{[(2Z)-2-(Methoxyimino)-2-phenylethyl]oxy}benzyl)amino]phenyl}propanoic acid). As a reaction SMILES: [CH3:1][O:2]/[N:3]=[C:4](/[C:15]1[CH:20]=[CH:19][CH:18]=[CH:17][CH:16]=1)\[CH2:5][O:6][C:7]1[CH:14]=[CH:13][C:10]([CH:11]=O)=[CH:9][CH:8]=1.[NH2:21][C:22]1[CH:27]=[CH:26][C:25]([CH2:28][CH2:29][C:30]([O:32]C)=[O:31])=[CH:24][CH:23]=1>>[CH3:1][O:2]/[N:3]=[C:4](/[C:15]1[CH:20]=[CH:19][CH:18]=[CH:17][CH:16]=1)\[CH2:5][O:6][C:7]1[CH:14]=[CH:13][C:10]([CH2:11][NH:21][C:22]2[CH:23]=[CH:24][C:25]([CH2:28][CH2:29][C:30]([OH:32])=[O:31])=[CH:26][CH:27]=2)=[CH:9][CH:8]=1. Reported procedure: Compound 4 was synthesized from 4-{[(2Z)-2-(methoxyimino)-2-phenylethyl]oxy}benzaldehyde and methyl 3-(4-aminophenyl)propanoate by following the procedure described in Scheme 3. Starting materials: Oc1ccc(F)cc1Br, CN(C)C=O, Cc1ccc(S(=O)(=O)OOCC(F)(F)F)cc1, [H-], [Na+], O. Product: Fc1ccc(OCC(F)(F)F)c(Br)c1. Reaction SMILES: [Br:1][c:2]1[c:3]([OH:9])[cH:4][cH:5][c:6]([F:8])[cH:7]1.[CH3:29][N:30]([CH3:31])[CH:32]=[O:33].[F:10][C:11]([CH2:12][O:13][O:14][S:15]([c:16]1[cH:17][cH:18][c:19]([CH3:20])[cH:21][cH:22]1)(=[O:23])=[O:24])([F:25])[F:26].[H-:27].[Na+:28].[OH2:34]>>[Br:1][c:2]1[c:3]([O:9][CH2:12][C:11]([F:10])([F:25])[F:26])[cH:4][cH:5][c:6]([F:8])[cH:7]1.